From a dataset of the Open Reaction Database (ORD), a public repository of structured organic reaction records. describe an organic reaction: reactants, conditions, products, and yield The reactants are CO, [H][H], O=C(O)c1cc([N+](=O)[O-])[nH]n1, [Pd]. Product: Nc1cc(C(=O)O)n[nH]1. As a reaction SMILES: [CH3:15][OH:16].[H:12][H:13].[N+:1]([O-:2])(=[O:3])[c:4]1[cH:5][c:6]([C:9](=[O:10])[OH:11])[n:7][nH:8]1.[Pd:14]>>[NH2:1][c:4]1[cH:5][c:6]([C:9](=[O:10])[OH:11])[n:7][nH:8]1. Procedure details: Add NaH (1 g, 25 mmol) into 4-chloro-N-piperidin-1-yl-butyramide (Preparation 10) (3.2 g, 16 mmol) in THF (100 mL) and stir for 1 hour. Add the reaction mixture into water and extract with ethyl acetate (100 mL). Wash the organic layer with brine (20 mL), dry with magnesium sulfate, filter and evaporate solvent under reduced pressure. Purify the residue by column chromatography to give the title product (2 g, 76%) as yellow oil: Mass spectrum (ion spray): m/z=169.1 (M+H). The product is N1(CCCCC1)N1C(CCC1)=O (1-Piperidin-1-yl-pyrrolidin-2-one). Solvent: C1CCOC1 (THF). Starting materials: [H-].[Na+] (NaH), ClCCCC(=O)NN1CCCCC1 (4-chloro-N-piperidin-1-yl-butyramide), O (water). Yield: 74.3%. As a reaction SMILES: [H-].[Na+].Cl[CH2:4][CH2:5][CH2:6][C:7]([NH:9][N:10]1[CH2:15][CH2:14][CH2:13][CH2:12][CH2:11]1)=[O:8].O>C1COCC1>[N:10]1([N:9]2[CH2:4][CH2:5][CH2:6][C:7]2=[O:8])[CH2:15][CH2:14][CH2:13][CH2:12][CH2:11]1 |f:0.1|. Conditions: time 1 hour.